Dataset: the Open Reaction Database (ORD), a public repository of structured organic reaction records. Task: describe an organic reaction: reactants, conditions, products, and yield Starting materials: C(CCCCC)(=O)Cl (Hexanoyl chloride), O (water), N1CCCC1 (pyrrolidine). Run in C1=CC=CC=C1 (benzene), N1=CC=CC=C1 (pyridine). Product: C(CCCCC)(=O)N1CCCC1 (1-hexanoylpyrrolidine). The yield is 79.9%. RXN SMILES: [C:1](Cl)(=[O:7])[CH2:2][CH2:3][CH2:4][CH2:5][CH3:6].[NH:9]1[CH2:13][CH2:12][CH2:11][CH2:10]1.O>C1C=CC=CC=1.N1C=CC=CC=1>[C:1]([N:9]1[CH2:13][CH2:12][CH2:11][CH2:10]1)(=[O:7])[CH2:2][CH2:3][CH2:4][CH2:5][CH3:6]. Procedure: Hexanoyl chloride (13.46 g, 0.1M) was added gradually to a cooled, stirred solution of pyrrolidine (7,25 g, 0.1M) in 200 ml of benzene and dry pyridine (7.91 g, 0.1M). Two hours after the addition water was added. The organic layer was washed successively with 5% aqueous hydrochloric acid, saturated sodium bicarbonate solution, and saturated sodium chloride solution. The organic layer was dried over anhydrous sodium sulfate, filtered and concentrated. Distillation of the residue gave 13.52 g (80... Reactants: CC(CCC)NC(C1=CC=C(C=C1)Cl)=O (N-(1-methylbutyl)-4-chlorobenzamide), ice. Run in C1CCOC1 (THF). Product: CC(CCC)NCC1=CC=C(C=C1)Cl (N-(1-Methylbutyl)-4-chlorobenzenemethanamine). RXN SMILES: [CH3:1][CH:2]([NH:6][C:7](=O)[C:8]1[CH:13]=[CH:12][C:11]([Cl:14])=[CH:10][CH:9]=1)[CH2:3][CH2:4][CH3:5]>C1COCC1>[CH3:1][CH:2]([NH:6][CH2:7][C:8]1[CH:13]=[CH:12][C:11]([Cl:14])=[CH:10][CH:9]=1)[CH2:3][CH2:4][CH3:5]. Reported procedure: In a manner analogous to Example 1 a solution of N-(1-methylbutyl)-4-chlorobenzamide (2.26 g; 0.01 mol) in dry THF (25 ml) was reacted with an ice-cooled solution of 1.0 M.B2H6 -THF complex (45 ml; 0.045 mol) under a nitrogen blanket to give the title compound as an oil. Yields the product O1CCOC2=C1C=CC(=C2)CNC2(CCN(CC2)CCN2C(C=NC1=CC=CC=C21)=O)C(=O)NC (4-((2,3-dihydro-1,4-benzodioxin-6-ylmethyl)amino)-N-methyl-1-(2-(2-oxoquinoxalin-1(2H)-yl)ethyl)piperidine-4-carboxamide). Reported procedure: To 3 mL of dichloromethane solution containing 0.11 g of 4-((2,3-dihydro-1,4-benzodioxin-6-ylmethyl)amino)-N-methylpiperidine-4-carboxamide, 65 mg of (2-oxoquinoxalin-1(2H)-yl)acetaldehyde and 20 μL of acetic acid were added and stirred at room temperature for 3 hours. To the reaction mixture, 0.11 g of sodium triacetoxyborohydride was added and stirred at the same temperature for 30 min. Chloroform and aqueous saturated sodium hydrogen carbonate solution were added, the organic layer was separa... Conditions: time 3 hour. Starting materials: C(O)([O-])=O.[Na+] (sodium hydrogen carbonate), C(C)(=O)O[BH-](OC(C)=O)OC(C)=O.[Na+] (sodium triacetoxyborohydride), O1CCOC2=C1C=CC(=C2)CNC2(CCNCC2)C(=O)NC (4-((2,3-dihydro-1,4-benzodioxin-6-ylmethyl)amino)-N-methylpiperidine-4-carboxamide), O=C1N(C2=CC=CC=C2N=C1)CC=O ((2-oxoquinoxalin-1(2H)-yl)acetaldehyde). Yield: 72.7%. RXN SMILES: [O:1]1[C:6]2[CH:7]=[CH:8][C:9]([CH2:11][NH:12][C:13]3([C:19]([NH:21][CH3:22])=[O:20])[CH2:18][CH2:17][NH:16][CH2:15][CH2:14]3)=[CH:10][C:5]=2[O:4][CH2:3][CH2:2]1.[O:23]=[C:24]1[CH:33]=[N:32][C:31]2[C:26](=[CH:27][CH:28]=[CH:29][CH:30]=2)[N:25]1[CH2:34][CH:35]=O.C(O[BH-](OC(=O)C)OC(=O)C)(=O)C.[Na+].C(=O)([O-])O.[Na+]>C(Cl)(Cl)Cl.C(O)(=O)C.ClCCl>[O:1]1[C:6]2[CH:7]=[CH:8][C:9]([CH2:11][NH:12][C:13]3([C:19]([NH:21][CH3:22])=[O:20])[CH2:14][CH2:15][N:16]([CH2:35][CH2:34][N:25]4[C:26]5[C:31](=[CH:30][CH:29]=[CH:28][CH:27]=5)[N:32]=[CH:33][C:24]4=[O:23])[CH2:17][CH2:18]3)=[CH:10][C:5]=2[O:4][CH2:3][CH2:2]1 |f:2.3,4.5|. The solvent is C(Cl)(Cl)Cl (Chloroform), C(C)(=O)O (acetic acid), ClCCl (dichloromethane). Conditions: time 3 hour. The yield is 81.5%. Reaction SMILES: [Br-].[CH2:2]([P+](C1C=CC=CC=1)(C1C=CC=CC=1)C1C=CC=CC=1)[CH2:3][CH3:4].C([Li])CCC.[Cl:29][C:30]1[CH:31]=[C:32]([CH:35]=[C:36]([O:42][CH2:43][C:44]#[CH:45])[C:37]=1[O:38][CH2:39][C:40]#[CH:41])[CH:33]=O>C(OCC)C>[Cl:29][C:30]1[CH:31]=[C:32]([CH:33]=[CH:2][CH2:3][CH3:4])[CH:35]=[C:36]([O:42][CH2:43][C:44]#[CH:45])[C:37]=1[O:38][CH2:39][C:40]#[CH:41] |f:0.1|. The reactants are ice water, [Br-].C(CC)[P+](C1=CC=CC=C1)(C1=CC=CC=C1)C1=CC=CC=C1 (n-Propyltriphenylphosphonium bromide), C(CCC)[Li] (n-butyl lithium), ClC=1C=C(C=O)C=C(C1OCC#C)OCC#C (3-chloro-4,5-dipropargyloxybenzaldehyde), resultant mixture. Solvent: C(C)OCC (diethyl ether), C(C)OCC (diethyl ether). The product is ClC=1C=C(C=C(C1OCC#C)OCC#C)C=CCC (1-(3-chloro-4,5-dipropargyloxyphenyl)butene). Procedure details: n-Propyltriphenylphosphonium bromide (4.66 g) was dissolved in dry diethyl ether (50 ml), and n-butyl lithium (7.6 ml; 1.6N) was added thereto at 0° C. under nitrogen stream, followed by stirring at room temperature for 3 hours. A solution of 3-chloro-4,5-dipropargyloxybenzaldehyde (3.0 g) in dry diethyl ether (50 ml) was dropwise added to the resultant mixture, which was stirred at room temperature overnight, poured into ice-water and extracted with ethyl acetate. The extract was washed with wa... Starting materials: C([O-])([O-])=O.[K+].[K+] (potassium carbonate), [I-].[K+] (potassium iodide), OC1=CC=C(C=O)C=C1 (4-hydroxybenzaldehyde), BrCCCCCCCCCCCO (11-bromoundecan-1-ol). The solvent is CN(C=O)C (N,N-dimethylformamide). Conditions: temperature 80 celsius, time 48 hour. Product: OCCCCCCCCCCCOC1=CC=C(C=O)C=C1 (4-[(11-hydroxyundecyl)oxy]benzaldehyde), solid. Yield: 57.0%. Reaction SMILES: [OH:1][C:2]1[CH:9]=[CH:8][C:5]([CH:6]=[O:7])=[CH:4][CH:3]=1.Br[CH2:11][CH2:12][CH2:13][CH2:14][CH2:15][CH2:16][CH2:17][CH2:18][CH2:19][CH2:20][CH2:21][OH:22].C(=O)([O-])[O-].[K+].[K+].[I-].[K+]>CN(C)C=O>[OH:22][CH2:21][CH2:20][CH2:19][CH2:18][CH2:17][CH2:16][CH2:15][CH2:14][CH2:13][CH2:12][CH2:11][O:1][C:2]1[CH:9]=[CH:8][C:5]([CH:6]=[O:7])=[CH:4][CH:3]=1 |f:2.3.4,5.6|. Reported procedure: 50.0 g (409 mmol) of 4-hydroxybenzaldehyde and 123.0 g (490 mmol) of 11-bromoundecan-1-ol are dissolved in 400 mL of N,N-dimethylformamide. 113.0 g (819 mmol) of potassium carbonate and 7.0 g (42 mmol) of potassium iodide are added and the suspension is heated to 80° C. After 48 h, the excess of potassium carbonate is filtered off and the resulting filtrate is poured to icy water. The aqueous layer is extracted twice with ethyl acetate. Combined organic layers are washed with brine, concentrated... Starting materials: CS(C)=O, CN(C)CCS, Cl, [H-], O=Cc1ccc([N+](=O)[O-])o1, [Na+]. Yields the product CN(C)CCSc1ccc(C=O)o1. As a reaction SMILES: [CH3:20][S:21]([CH3:22])=[O:23].[CH3:2][N:3]([CH2:4][CH2:5][SH:6])[CH3:7].[ClH:1].[H-:8].[N+:10]([O-:11])(=[O:12])[c:13]1[cH:14][cH:15][c:16]([CH:18]=[O:19])[o:17]1.[Na+:9]>>[CH3:2][N:3]([CH2:4][CH2:5][S:6][c:13]1[cH:14][cH:15][c:16]([CH:18]=[O:19])[o:17]1)[CH3:7]. The reactants are O1CCCC=C1 (dihydropyran), C(Cl)Cl (methylene chloride), OC(C(C(=O)OC)C)C(CCC)C (methyl (+)-3-hydroxy-2,4-dimethylheptanoate). Reagents/catalysts: C1(=CC=C(C=C1)S(=O)(=O)[O-])C.[NH+]1=CC=CC=C1 (pyridinium p-toluenesulfonate), C1(=CC=C(C=C1)S(=O)(=O)[O-])C.[NH+]1=CC=CC=C1 (pyridinium p-toluenesulfonate). Solvent: O1CCCC1 (tetrahydrofuran). Run at time 8 hour. Product: CC(C(=O)OC)C(C(CCC)C)OC1OCCCC1 (methyl (+)-2,4-dimethyl-3-tetrahydropyranyloxy-1heptanoate). The yield is 121.2%. Reaction SMILES: [OH:1][CH:2]([CH:9]([CH3:13])[CH2:10][CH2:11][CH3:12])[CH:3]([CH3:8])[C:4]([O:6][CH3:7])=[O:5].[O:14]1[CH:19]=[CH:18][CH2:17][CH2:16][CH2:15]1.C(Cl)Cl>O1CCCC1.C1(C)C=CC(S([O-])(=O)=O)=CC=1.[NH+]1C=CC=CC=1>[CH3:8][CH:3]([CH:2]([O:1][CH:15]1[CH2:16][CH2:17][CH2:18][CH2:19][O:14]1)[CH:9]([CH3:13])[CH2:10][CH2:11][CH3:12])[C:4]([O:6][CH3:7])=[O:5] |f:4.5|. Procedure: 200 mg (1.06 mmol) of methyl (+)-3-hydroxy-2,4-dimethylheptanoate was dissolved in 4 ml of tetrahydrofuran, and 134 mg (1.59 mmol) of dihydropyran and 1 mg of pyridinium p-toluenesulfonate were added, and the mixture was reacted overnight at room temperature. Since TLC showed that the starting materials still remained, 5 mg of pyridinium p-toluenesulfonate and 3 ml of methylene chloride were added, and the reaction was further carried out overnight at room temperature. The reaction mixture was e...